From a dataset of the Open Reaction Database (ORD), a public repository of structured organic reaction records. describe an organic reaction: reactants, conditions, products, and yield Starting materials: CN(CCOC=1C=C(C=CC1OC)NC(C1=CC(=C(C=C1)Br)C)=O)C (N-[3-(2-dimethylaminoethoxy)-4-methoxyphenyl)-4-bromo-3-methylbenzamide), N1=C(C=CC=C1)C1=CC=C(C=C1)B(O)O (4-(2-pyridyl)phenylboronic acid). Yields the product CN(CCOC=1C=C(C=CC1OC)NC(=O)C1=CC(=C(C=C1)C1=CC=C(C=C1)C1=NC=CC=C1)C)C (N-[3-(2-Dimethylaminoethoxy)-4-methoxyphenyl]-2-methyl-4'-(2-pyridyl)-1,1'-biphenyl-4-carboxamide), solid. Yield: 89.0%. RXN SMILES: [CH3:1][N:2]([CH3:25])[CH2:3][CH2:4][O:5][C:6]1[CH:7]=[C:8]([NH:14][C:15](=[O:24])[C:16]2[CH:21]=[CH:20][C:19](Br)=[C:18]([CH3:23])[CH:17]=2)[CH:9]=[CH:10][C:11]=1[O:12][CH3:13].[N:26]1[CH:31]=[CH:30][CH:29]=[CH:28][C:27]=1[C:32]1[CH:37]=[CH:36][C:35](B(O)O)=[CH:34][CH:33]=1>>[CH3:1][N:2]([CH3:25])[CH2:3][CH2:4][O:5][C:6]1[CH:7]=[C:8]([NH:14][C:15]([C:16]2[CH:21]=[CH:20][C:19]([C:35]3[CH:34]=[CH:33][C:32]([C:27]4[CH:28]=[CH:29][CH:30]=[CH:31][N:26]=4)=[CH:37][CH:36]=3)=[C:18]([CH3:23])[CH:17]=2)=[O:24])[CH:9]=[CH:10][C:11]=1[O:12][CH3:13]. Procedure details: The title compound was prepared from N-[3-(2-dimethylaminoethoxy)-4-methoxyphenyl)-4-bromo-3-methylbenzamide (163 mg) and 4-(2-pyridyl)phenylboronic acid (D77, 154 mg) using the same procedure as in Description 15 and isolated as a white solid (171 mg, 89%). Mp 149°-151° C.